Dataset: the Open Reaction Database (ORD), a public repository of structured organic reaction records. Task: describe an organic reaction: reactants, conditions, products, and yield Starting materials: O.[OH-].[Li+] (Lithium hydroxide monohydrate), N(CC(=O)N(C)CC(=O)OC)C(=O)OC(C)(C)C (Boc-Gly-Sar-OMe), Cl (HCl). Solvent: C1CCOC1.CO.O (THF CH3OH—H2O). Conditions: time 3 hour. Yields the product N(CC(=O)N(C)CC(=O)O)C(=O)OC(C)(C)C (Boc-Gly-Sar-OH). Yield: 100.2%. As a reaction SMILES: O.[OH-].[Li+].[NH:4]([C:15]([O:17][C:18]([CH3:21])([CH3:20])[CH3:19])=[O:16])[CH2:5][C:6]([N:8]([CH2:10][C:11]([O:13]C)=[O:12])[CH3:9])=[O:7].Cl>C1COCC1.CO.O>[NH:4]([C:15]([O:17][C:18]([CH3:21])([CH3:20])[CH3:19])=[O:16])[CH2:5][C:6]([N:8]([CH2:10][C:11]([OH:13])=[O:12])[CH3:9])=[O:7] |f:0.1.2,5.6.7|. Reported procedure: Lithium hydroxide monohydrate (598 mg, 14.3 mmol) was added to a solution of 200 (1.22 g, 4.7 mmol) in 20 mL of THF—CH3OH—H2O (3:1:1) at 25° C. and the resulting reaction mixture was stirred for 3 h. The reaction mixture was poured onto 3M aqueous HCl (10 mL) and extracted with EtOAc (3×20 mL). The combined organic phases were dried (Na2SO4), filtered and concentrated in vacuo to give 300 (1.16 g, 1.16 g theoretical, 100%) as a colorless oil. This acid was identical to authentic material14 and w... The reactants are COC=1C=C2C=C(NC2=CC1)C (5-methoxy-2-methyl-1H-indole), B(Br)(Br)Br (BBr3), C([O-])(O)=O.[Na+] (sodium bicarbonate), O (water). Solvent: C(Cl)Cl (DCM). Product: CC=1NC2=CC=C(C=C2C1)O (2-methyl-1H-indol-5-ol). As a reaction SMILES: C[O:2][C:3]1[CH:4]=[C:5]2[C:9](=[CH:10][CH:11]=1)[NH:8][C:7]([CH3:12])=[CH:6]2.B(Br)(Br)Br.O.C(=O)(O)[O-].[Na+]>C(Cl)Cl>[CH3:12][C:7]1[NH:8][C:9]2[C:5]([CH:6]=1)=[CH:4][C:3]([OH:2])=[CH:11][CH:10]=2 |f:3.4|. Reported procedure: To a precooled (0° C.) solution of 5-methoxy-2-methyl-1H-indole (5.0 g, 31.0 mmol) in 100 mL DCM is added BBr3 (1 M solution, 46.5 mL) under a dry nitrogen atmosphere. The solution is then allowed to slowly warm to room temperature over a 2 h period. The solution is then poured into water, neutralized to pH 7 with sat aq sodium bicarbonate solution and extracted with EtOAc. The extract is washed by brine, dried over sodium sulfate, and concentrated to give 2-methyl-1H-indol-5-ol. MS (ESI) m/z 14... Reactants: COCCNC(CC1(CCC1)C1=CC=C(C=C1)Cl)=O (N-(2-methoxyethyl)-2-[1-(4-chlorophenyl)cyclobutyl]acetamide). Solvent: O1CCCC1 (tetrahydrofuran). The product is Cl.COCCNCCC1(CCC1)C1=CC=C(C=C1)Cl (N-(2-methoxyethyl)-2-[1-(4-chlorophenyl)cyclobutyl]ethylamine hydrochloride). RXN SMILES: [CH3:1][O:2][CH2:3][CH2:4][NH:5][C:6](=O)[CH2:7][C:8]1([C:12]2[CH:17]=[CH:16][C:15]([Cl:18])=[CH:14][CH:13]=2)[CH2:11][CH2:10][CH2:9]1>O1CCCC1>[ClH:18].[CH3:1][O:2][CH2:3][CH2:4][NH:5][CH2:6][CH2:7][C:8]1([C:12]2[CH:17]=[CH:16][C:15]([Cl:18])=[CH:14][CH:13]=2)[CH2:9][CH2:10][CH2:11]1 |f:2.3|. Reported procedure: Borane-methyl sulphide complex (3.4 ml) was added dropwise to a solution of the acetamide (1.6 g) prepared as described above in dry tetrahydrofuran (30 ml). The mixture was heated under reflux for seven hours and then half the solvent removed by evaporation. A mixture of concentrated hydrochloric acid (5 ml) and water (5 ml) was added dropwise with ice-cooling. Water was added and the aqueous layer washed with ether, cooled in ice, basified with 16N sodium hydroxide solution and extracted with ... The reactants are COC=1C(C(C1OC)=O)=O (3,4-dimethoxy-cyclobut-3-ene-1,2-dione), C[Si]([Sn](CCCC)(CCCC)CCCC)(C)C (trimethyl(tributylstannyl)silane). The reagents and catalysts are [C-]#N.C(CCC)[N+](CCCC)(CCCC)CCCC (tetrabutylammonium cyanide). Run in C1CCOC1 (THF), C1CCOC1 (THF). Product: COC=1C(C(C1[Sn](CCCC)(CCCC)CCCC)=O)=O (3-methoxy-4-tributylstannanylcyclobut-3-ene-1,2-dione). As a reaction SMILES: CO[C:3]1[C:4](=[O:10])[C:5](=[O:9])[C:6]=1[O:7][CH3:8].C[Si](C)(C)[Sn:13]([CH2:22][CH2:23][CH2:24][CH3:25])([CH2:18][CH2:19][CH2:20][CH3:21])[CH2:14][CH2:15][CH2:16][CH3:17]>C1COCC1.[C-]#N.C([N+](CCCC)(CCCC)CCCC)CCC>[CH3:8][O:7][C:6]1[C:5](=[O:9])[C:4](=[O:10])[C:3]=1[Sn:13]([CH2:18][CH2:19][CH2:20][CH3:21])([CH2:22][CH2:23][CH2:24][CH3:25])[CH2:14][CH2:15][CH2:16][CH3:17] |f:3.4|. Procedure: To a solution of 3,4-dimethoxy-cyclobut-3-ene-1,2-dione (1.5 g, 10.6 mmol) and trimethyl(tributylstannyl)silane (3.7 mL, 10.6 mmol) in anhydrous THF (75 mL) at −30° C. was added drop-wise a solution of tetrabutylammonium cyanide (57 mg, 0.2 mmol) in THF (3 mL). The clear solution quickly turned yellow and was left to warm to rt overnight. The reaction was concentrated in vacuo revealing a black oil which was dissolved in ether and filtered through a plug of silica (100% ether). The crude materia... Starting materials: NC1=C(C(=NO1)C)Br (5-amino-4-bromo-3-methylisoxazole), ClC1=C(C=CC(=C1Cl)Cl)S(=O)(=O)Cl (2,3,4-trichlorobenzenesulfonyl chloride). The product is ClC1=C(C=CC(=C1Cl)Cl)S(=O)(=O)NC1=C(C(=NO1)C)Br (2,3,4-Trichloro-N-(4-bromo-3-methyl-5-isoxazolyl)benzenesulfonamide). The yield is 66.0%. RXN SMILES: [NH2:1][C:2]1[O:6][N:5]=[C:4]([CH3:7])[C:3]=1[Br:8].[Cl:9][C:10]1[C:15]([Cl:16])=[C:14]([Cl:17])[CH:13]=[CH:12][C:11]=1[S:18](Cl)(=[O:20])=[O:19]>>[Cl:9][C:10]1[C:15]([Cl:16])=[C:14]([Cl:17])[CH:13]=[CH:12][C:11]=1[S:18]([NH:1][C:2]1[O:6][N:5]=[C:4]([CH3:7])[C:3]=1[Br:8])(=[O:20])=[O:19]. Procedure details: 2,3,4-Trichloro-N-(4-bromo-3-methyl-5-isoxazolyl)benzenesulfonamide was prepared from 5-amino-4-bromo-3-methylisoxazole and 2,3,4-trichlorobenzenesulfonyl chloride according to the procedures described in Example 30. The crude product was purified by recrystallization from ethyl acetate/hexanes to give a crystalline solid, m.p.110-113° C., yield 66%. The reactants are NC=1C(CC(=CC1)C1=CC=CC=C1)(Cl)C(C)(O)CC1=CC=CC=C1 (1-(4-amino-3-chloro-biphenyl-3-yl)-1-benzyl-ethanol), ClC(Cl)(OC(OC(Cl)(Cl)Cl)=O)Cl (triphosgene), C1CCOC1 (THF). Reaction conditions: time 10 minute. The product is C(C1=CC=CC=C1)C1(C2=C(NC(O1)=O)C=CC(=C2)C2=CC(=CC=C2)Cl)C (4-benzyl-6-(3-chlorophenyl)-4-methyl-1,4-dihydro-benzo[d][1,3]oxazin-2-one). Yield: 30.0%. As a reaction SMILES: [NH2:1][C:2]1[C:3]([C:15]([CH2:18][C:19]2[CH:24]=[CH:23][CH:22]=[CH:21][CH:20]=2)([OH:17])[CH3:16])(Cl)[CH2:4][C:5]([C:8]2[CH:13]=[CH:12][CH:11]=[CH:10][CH:9]=2)=[CH:6][CH:7]=1.[Cl:25]C(Cl)(OC(=O)OC(Cl)(Cl)Cl)Cl.C1[CH2:41][O:40]CC1>>[CH2:18]([C:15]1([CH3:16])[O:17][C:41](=[O:40])[NH:1][C:2]2[CH:7]=[CH:6][C:5]([C:8]3[CH:13]=[CH:12][CH:11]=[C:10]([Cl:25])[CH:9]=3)=[CH:4][C:3]1=2)[C:19]1[CH:24]=[CH:23][CH:22]=[CH:21][CH:20]=1. Procedure details: A mixture of 1-(4-amino-3-chloro-biphenyl-3-yl)-1-benzyl-ethanol (prepared using 1-(4-amino-3′-chloro-biphenyl-3-yl)-ethanone and benzylmagnesium bromide according to Procedure C, 0.14 g, 0.42 mmol) and triphosgene (0.04 g, 0.14 mmol) in dry THF (10 mL) was stirred under a blanket of nitrogen for 10 minutes. Upon completion of the reaction, the THF was removed and the residue purified via flash chromatography (silica gel, 35% ethyl acetate/hexane) to give 4-benzyl-6-(3-chlorophenyl)-4-methyl-1,4... The reagents and catalysts are CC(=O)[O-].CC(=O)[O-].[Pd+2] (Pd(OAc)2). Product: OC(CN1C=CC(C2=CC=CC=C12)=O)(CC(C)(C)C=1C=C(C=CC1OC)C1=CC=CC=C1)C(F)(F)F (1-[2-hydroxy-4-(4-methoxybiphenyl-3-yl)-4-methyl-2-trifluoromethylpentyl]-1H-quinolin-4-one). Procedure: A mixture of 1-[4-(5-bromo-2-methoxyphenyl)-2-hydroxy-4-methyl-2-trifluoromethylpentyl]-1H-quinolin-4-one (200 mg, 0.4 mmol), Pd(OAc)2 (9 mg, 0.04 mmol), DCyBPP ((2-dicyclohexylphosphino)biphenyl, 28 mg, 0.08 mmol), KF (93 mg, 1.6 mmol) in toluene/THF (3/2 mL) at room temperature was treated with phenylboronic acid (98 mg, 0.8 mmol). The reaction mixture stirred overnight at room temperature and filtered through CELITE® filter aid. The residue was diluted with EtOAc (20 mL), washed with aqueous ... Solvent: C1(=CC=CC=C1)C.C1CCOC1 (toluene THF). Starting materials: BrC=1C=CC(=C(C1)C(CC(CN1C=CC(C2=CC=CC=C12)=O)(C(F)(F)F)O)(C)C)OC (1-[4-(5-bromo-2-methoxyphenyl)-2-hydroxy-4-methyl-2-trifluoromethylpentyl]-1H-quinolin-4-one), (2-dicyclohexylphosphino)biphenyl, [F-].[K+] (KF), C1(=CC=CC=C1)B(O)O (phenylboronic acid). Reaction conditions: time 8 hour. As a reaction SMILES: Br[C:2]1[CH:3]=[CH:4][C:5]([O:30][CH3:31])=[C:6]([C:8]([CH3:29])([CH3:28])[CH2:9][C:10]([OH:27])([C:23]([F:26])([F:25])[F:24])[CH2:11][N:12]2[C:21]3[C:16](=[CH:17][CH:18]=[CH:19][CH:20]=3)[C:15](=[O:22])[CH:14]=[CH:13]2)[CH:7]=1.[F-].[K+].[C:34]1(B(O)O)[CH:39]=[CH:38][CH:37]=[CH:36][CH:35]=1>C1(C)C=CC=CC=1.C1COCC1.CC([O-])=O.CC([O-])=O.[Pd+2]>[OH:27][C:10]([C:23]([F:26])([F:25])[F:24])([CH2:9][C:8]([C:6]1[CH:7]=[C:2]([C:34]2[CH:39]=[CH:38][CH:37]=[CH:36][CH:35]=2)[CH:3]=[CH:4][C:5]=1[O:30][CH3:31])([CH3:29])[CH3:28])[CH2:11][N:12]1[C:21]2[C:16](=[CH:17][CH:18]=[CH:19][CH:20]=2)[C:15](=[O:22])[CH:14]=[CH:13]1 |f:1.2,4.5,6.7.8|. Reactants: BrCC(C(=O)O)=C (2-bromomethylacrylic acid), C(CCC)OC1=CC=C(C=C1)S(=O)O (4-butoxybenzenesulfinic acid), [Na] (sodium), C([O-])([O-])=O.[Na+].[Na+] (sodium carbonate). The solvent is CN(C=O)C (dimethylformamide). Yields the product C(CCC)OC1=CC=C(C=C1)S(=O)(=O)CC(C(=O)O)=C (2-[(4-butoxybenzenesulfonyl)methyl]-2-propenoic acid). RXN SMILES: Br[CH2:2][C:3](=[CH2:7])[C:4]([OH:6])=[O:5].[CH2:8]([O:12][C:13]1[CH:18]=[CH:17][C:16]([S:19]([OH:21])=[O:20])=[CH:15][CH:14]=1)[CH2:9][CH2:10][CH3:11].[Na].C(=O)([O-])[O-].[Na+].[Na+]>CN(C)C=O>[CH2:8]([O:12][C:13]1[CH:18]=[CH:17][C:16]([S:19]([CH2:2][C:3](=[CH2:7])[C:4]([OH:6])=[O:5])(=[O:21])=[O:20])=[CH:15][CH:14]=1)[CH2:9][CH2:10][CH3:11] |f:3.4.5,^1:21|. Reported procedure: A mixture of 2-bromomethylacrylic acid (1.0 g, 6.0 mmol), 4-butoxybenzenesulfinic acid, sodium salt (3.1 g, 13 mmol), sodium carbonate (1.9 g, 18 mmol) and dimethylformamide (20 mL) is refluxed overnight. The reaction mixture is then partitioned between ethyl acetate and aqueous 10% hydrochloric acid and the organic phase is concentrated in vacuo. The concentrate is chromatographed over silica gel 60 (230-400 mesh) with chloroform/methyl alcohol/acetic acid (94/5/1) and the eluate concentrated i...